This data is from the Open Reaction Database (ORD), a public repository of structured organic reaction records. The task is: describe an organic reaction: reactants, conditions, products, and yield Reactants: CCOC(=O)C1CC1c1cc(F)c(C(C)(C)C)c(F)c1, C1CCOC1, CO, [Na+], [OH-]. Yields the product CC(C)(C)c1c(F)cc(C2CC2C(=O)O)cc1F. RXN SMILES: [C:6]([CH3:7])([CH3:8])([CH3:9])[c:10]1[c:11]([F:25])[cH:12][c:13]([CH:17]2[CH:18]([C:20](=[O:21])[O:22][CH2:23][CH3:24])[CH2:19]2)[cH:14][c:15]1[F:16].[CH2:1]1[O:2][CH2:3][CH2:4][CH2:5]1.[CH3:28][OH:29].[Na+:27].[OH-:26]>>[C:6]([CH3:7])([CH3:8])([CH3:9])[c:10]1[c:11]([F:25])[cH:12][c:13]([CH:17]2[CH:18]([C:20](=[O:21])[OH:22])[CH2:19]2)[cH:14][c:15]1[F:16].